Dataset: the Open Reaction Database (ORD), a public repository of structured organic reaction records. Task: describe an organic reaction: reactants, conditions, products, and yield Starting materials: CSc1ccc[nH]1, CN(C)C(=O)c1ccc(F)cc1, CC(=O)[O-], ClCCCl, [Na+], O, O=P(Cl)(Cl)Cl. The product is CSc1ccc(C(=O)c2ccc(F)cc2)[nH]1. Reaction SMILES: [CH3:18][S:19][c:20]1[nH:21][cH:22][cH:23][cH:24]1.[CH3:1][N:2]([C:3]([c:4]1[cH:5][cH:6][c:7]([F:10])[cH:8][cH:9]1)=[O:11])[CH3:12].[CH3:26][C:27](=[O:28])[O-:29].[Cl:30][CH2:31][CH2:32][Cl:33].[Na+:25].[OH2:34].[P:13]([Cl:14])([Cl:15])([Cl:16])=[O:17]>>[C:3]([c:4]1[cH:5][cH:6][c:7]([F:10])[cH:8][cH:9]1)(=[O:11])[c:22]1[nH:21][c:20]([S:19][CH3:18])[cH:24][cH:23]1. The reactants are O=C([O-])O, CCOC(CCC#N)OCC, CO, Cl, NO, [Na+]. The product is CCOC(CCC(=N)NO)OCC. As a reaction SMILES: [C:15](=[O:16])([OH:17])[O-:18].[CH2:1]([CH3:2])[O:3][CH:4]([CH2:5][CH2:6][C:7]#[N:8])[O:9][CH2:10][CH3:11].[CH3:20][OH:21].[ClH:12].[NH2:13][OH:14].[Na+:19]>>[CH2:1]([CH3:2])[O:3][CH:4]([CH2:5][CH2:6][C:7](=[NH:8])[NH:13][OH:14])[O:9][CH2:10][CH3:11]. Starting materials: CCn1cc(C2OC(OC(=O)c3ccccc3)C(OC(=O)c3ccccc3)C2OC(=O)c2ccccc2)nn1, Cl, CC(C)CS(=O)(=O)NCc1nc(NCC(c2ccccc2)c2ccccc2)c2nc[nH]c2n1. The product is CCn1cc(C2OC(n3cnc4c(NCC(c5ccccc5)c5ccccc5)nc(CNS(=O)(=O)CC(C)C)nc43)C(OC(=O)c3ccccc3)C2OC(=O)c2ccccc2)nn1. Reaction SMILES: [C:35]([O:36][CH:44]1[O:45][CH:46]([c:67]2[n:68][n:69][n:70]([CH2:72][CH3:73])[cH:71]2)[CH:47]([O:58][C:59]([c:60]2[cH:61][cH:62][cH:63][cH:64][cH:65]2)=[O:66])[CH:48]1[O:49][C:50]([c:51]1[cH:52][cH:53][cH:54][cH:55][cH:56]1)=[O:57])(=[O:37])[c:38]1[cH:39][cH:40][cH:41][cH:42][cH:43]1.[ClH:1].[c:2]1([CH:8]([CH2:9][NH:10][c:11]2[c:12]3[n:13][cH:14][nH:15][c:16]3[n:17][c:18]([CH2:20][NH:21][S:22](=[O:23])(=[O:24])[CH2:25][CH:26]([CH3:27])[CH3:28])[n:19]2)[c:29]2[cH:30][cH:31][cH:32][cH:33][cH:34]2)[cH:3][cH:4][cH:5][cH:6][cH:7]1>>[c:2]1([CH:8]([CH2:9][NH:10][c:11]2[c:12]3[n:13][cH:14][n:15]([CH:44]4[O:45][CH:46]([c:67]5[n:68][n:69][n:70]([CH2:72][CH3:73])[cH:71]5)[CH:47]([O:58][C:59]([c:60]5[cH:61][cH:62][cH:63][cH:64][cH:65]5)=[O:66])[CH:48]4[O:49][C:50]([c:51]4[cH:52][cH:53][cH:54][cH:55][cH:56]4)=[O:57])[c:16]3[n:17][c:18]([CH2:20][NH:21][S:22](=[O:23])(=[O:24])[CH2:25][CH:26]([CH3:27])[CH3:28])[n:19]2)[c:29]2[cH:30][cH:31][cH:32][cH:33][cH:34]2)[cH:3][cH:4][cH:5][cH:6][cH:7]1. Reagents/catalysts: [O-]S(=O)(=O)[O-].[Cu+2] (CuSO4). Conditions: temperature 37 celsius, time 8 hour. The yield is 93.0%. Solvent: ClCCl (dichloromethane). As a reaction SMILES: [Br:1][C:2]1[CH:3]=[C:4]([CH:7]=[CH:8][CH:9]=1)[CH:5]=O.[CH3:10][C:11]([S@:14]([NH2:16])=[O:15])([CH3:13])[CH3:12].CC1C=CC(S([O-])(=O)=O)=CC=1.C1C=C[NH+]=CC=1>ClCCl.[O-]S([O-])(=O)=O.[Cu+2]>[Br:1][C:2]1[CH:3]=[C:4]([CH:7]=[CH:8][CH:9]=1)/[CH:5]=[N:16]/[S@@:14]([C:11]([CH3:13])([CH3:12])[CH3:10])=[O:15] |f:2.3,5.6|. Product: BrC=1C=C(\C=N\[S@](=O)C(C)(C)C)C=CC1 ((R,E)-N-(3-bromobenzylidene)-2-methylpropane-2-sulfinamide). The reactants are BrC=1C=C(C=O)C=CC1 (3-bromobenzaldehyde), 24-a, CC(C)(C)[S@@](=O)N ((R)-2-methylpropane-2-sulfinamide), CC1=CC=C(C=C1)S(=O)(=O)[O-].C1=CC=[NH+]C=C1 (PPTS). Procedure: 3-bromobenzaldehyde, 24-a, (10 g, 53.9 mmol) in dichloromethane (300 ml) were added (R)-2-methylpropane-2-sulfinamide (7.84 g, 64.8 mmol), PPTS (1.97 g, 7.85 mmol) and anhydrous CuSO4 (25.8 g, 161 mmol) and the resulting mixture was stirred at 37° C. overnight. The mixture was then filtrated and the filtrate was concentrated under vacuum. The residue was purified by column chromatography (petroleum ether/ethyl acetate=5/1) to provide the product, 24-b, (14.4 g, 93%). Reactants: C(C)(C)(C)OC(=O)N(CCCC1=CC=C(C=C1)C1=CC(=C(C=C1)C(=O)O)OC1CCCCC1)C[C@@H](C1=CC=CC=C1)O (4′-[3-[(tert-butoxycarbonyl)[(2R)-2-hydroxy-2-phenylethyl]amino]propyl]-3-(cyclohexyloxy)-4-biphenylcarboxylic acid), N,N′-carbonyldiimidazole, C(CC)S(=O)(=O)N (1-propanesulfonamide), N12CCCCCC2=NCCC1 (1,8-diazabicyclo[5.4.0]undec-7-ene). Run in CN(C=O)C (N,N-dimethylformamide), C(C)(=O)OCC (ethyl acetate). Run at time 5 hour. Product: C1(CCCCC1)OC=1C=C(C=CC1C(=O)NS(=O)(=O)CCC)C1=CC=C(C=C1)CCCN(C(OC(C)(C)C)=O)C[C@@H](C1=CC=CC=C1)O (tert-butyl [3-[3′-(cyclohexyloxy)-4′-[[(propylsulfonyl)amino]carbonyl]-4-biphenylyl]propyl][(2R)-2-hydroxy-2-phenylethyl]carbamate). Yield: 40.3%. RXN SMILES: [C:1]([O:5][C:6]([N:8]([CH2:34][C@H:35]([OH:42])[C:36]1[CH:41]=[CH:40][CH:39]=[CH:38][CH:37]=1)[CH2:9][CH2:10][CH2:11][C:12]1[CH:17]=[CH:16][C:15]([C:18]2[CH:23]=[CH:22][C:21]([C:24]([OH:26])=O)=[C:20]([O:27][CH:28]3[CH2:33][CH2:32][CH2:31][CH2:30][CH2:29]3)[CH:19]=2)=[CH:14][CH:13]=1)=[O:7])([CH3:4])([CH3:3])[CH3:2].[CH2:43]([S:46]([NH2:49])(=[O:48])=[O:47])[CH2:44][CH3:45].N12CCCN=C1CCCCC2>CN(C)C=O.C(OCC)(=O)C>[CH:28]1([O:27][C:20]2[CH:19]=[C:18]([C:15]3[CH:16]=[CH:17][C:12]([CH2:11][CH2:10][CH2:9][N:8]([CH2:34][C@H:35]([OH:42])[C:36]4[CH:37]=[CH:38][CH:39]=[CH:40][CH:41]=4)[C:6](=[O:7])[O:5][C:1]([CH3:3])([CH3:2])[CH3:4])=[CH:13][CH:14]=3)[CH:23]=[CH:22][C:21]=2[C:24]([NH:49][S:46]([CH2:43][CH2:44][CH3:45])(=[O:48])=[O:47])=[O:26])[CH2:29][CH2:30][CH2:31][CH2:32][CH2:33]1. Procedure: To a solution of 4′-[3-[(tert-butoxycarbonyl)[(2R)-2-hydroxy-2-phenylethyl]amino]propyl]-3-(cyclohexyloxy)-4-biphenylcarboxylic acid (133 mg) in N,N-dimethylformamide (1.3 ml) was added N,N′-carbonyldiimidazole (41.3 mg) and the mixture was stirred at room temperature for 5 hours. To the mixture were added 1-propanesulfonamide (31.4 mg) and 1,8-diazabicyclo[5.4.0]undec-7-ene (41.6 μl) and the mixture was stirred at 50° C. for 14 hours. After cooling to room temperature, the mixture was diluted w... The reactants are [Li]CCCC (n-BuLi), C1CCOC1 (THF), C(C)N(C(C=C(C)C)=O)CC (N,N-diethyl-3,3-dimethylacrylamide), C1CCOC1 (THF). Reagents/catalysts: C(C)(C)NC1CCCCC1 (isopropylcyclohexylamine). Reaction conditions: temperature 0 celsius, time 20 minute. The product is C=1C=CC=2C(C1)=CC=CC2O (Naphthol). The yield is 29.0%. Reaction SMILES: [Li][CH2:2][CH2:3][CH2:4][CH3:5].C(N(CC)[C:9](=[O:14])[CH:10]=[C:11]([CH3:13])C)C.[CH2:17]1COC[CH2:18]1>C(NC1CCCCC1)(C)C>[CH:3]1[CH:4]=[CH:5][C:17]2[C:18](=[CH:13][CH:11]=[CH:10][C:9]=2[OH:14])[CH:2]=1. Procedure details: To a stirred solution of isopropylcyclohexylamine (7.5 mL, 0.45 mmol) in 60 mL of THF at -78° C. under N2 was added n-BuLi (20.0 mL, 50.0 mmol, 2.5M in hexanes). The mixture was stirred for 20 min, warmed to 0° C., and then stirred for 1 h. The mixture was cooled to -78° C. and solution of N,N-diethyl-3,3-dimethylacrylamide (2.10 g, 13.0 mmol) in 40 mL of THF was added. This mixture was stirred at -78° C. for 1 h. The cold bath was removed and the reaction mixture was allowed to warm to -20° C. ... Reactants: one, C1(CCCCC1)CC1=CN=C(N1)CC(C)C1=CC=C(C=C1)C=1C(=CC=CC1)C(=O)OC(C)(C)C (tert-butyl 4′-{2-[5-(cyclohexylmethyl)-1H-imidazol-2-yl]-1-methylethyl}biphenyl-2-carboxylate), C(=O)(C(F)(F)F)O.C(Cl)Cl (TFA CH2Cl2). Yields the product C1(CCCCC1)CC1=CN=C(N1)CC(C)C1=CC=C(C=C1)C=1C(=CC=CC1)C(=O)O (4′-[2-[5-(cyclohexylmethyl)-1H-imidazol-2-yl]-1-methylethyl]-[1,1′-biphenyl]-2-carboxylic acid). As a reaction SMILES: [CH:1]1([CH2:7][C:8]2[NH:12][C:11]([CH2:13][CH:14]([C:16]3[CH:21]=[CH:20][C:19]([C:22]4[C:23]([C:28]([O:30]C(C)(C)C)=[O:29])=[CH:24][CH:25]=[CH:26][CH:27]=4)=[CH:18][CH:17]=3)[CH3:15])=[N:10][CH:9]=2)[CH2:6][CH2:5][CH2:4][CH2:3][CH2:2]1.C(O)(C(F)(F)F)=O.C(Cl)Cl>>[CH:1]1([CH2:7][C:8]2[NH:12][C:11]([CH2:13][CH:14]([C:16]3[CH:17]=[CH:18][C:19]([C:22]4[C:23]([C:28]([OH:30])=[O:29])=[CH:24][CH:25]=[CH:26][CH:27]=4)=[CH:20][CH:21]=3)[CH3:15])=[N:10][CH:9]=2)[CH2:6][CH2:5][CH2:4][CH2:3][CH2:2]1 |f:1.2|. Reported procedure: To a 25 mL one neck round bottom flask was added tert-butyl 4′-{2-[5-(cyclohexylmethyl)-1H-imidazol-2-yl]-1-methylethyl}biphenyl-2-carboxylate (35.7 mg), which was treated with a mixture of TFA/CH2Cl2 (1.5 mL/1.5 mL) at rt for 2 hours. Then the solvent was removed by rotary evaporation and the resulting residue was coevaporated with toluene/H2O three times. The resulting crude product was purified by PrepTLC (2000 uM, 10% MeOH/CH2Cl2) to afford 4′-[2-[5-(cyclohexylmethyl)-1H-imidazol-2-yl]-1-met... The reactants are COC(=O)C=1C=C2C(=NC1)N(C=C2)S(=O)(=O)C2=CC=C(C=C2)C (1-(Toluene-4-sulfonyl)-1H-pyrrolo[2,3-b]pyridine-5-carboxylic acid methyl ester), C[O-].[Na+] (NaOMe). Solvent: CO (MeOH), CO (MeOH). Run at temperature 65 celsius. Yields the product COC(=O)C=1C=C2C(=NC1)NC=C2 (1H-Pyrrolo[2,3-b]pyridine-5-carboxylic Acid methyl ester). Reaction SMILES: [CH3:1][O:2][C:3]([C:5]1[CH:6]=[C:7]2[CH:13]=[CH:12][N:11](S(C3C=CC(C)=CC=3)(=O)=O)[C:8]2=[N:9][CH:10]=1)=[O:4].C[O-].[Na+]>CO>[CH3:1][O:2][C:3]([C:5]1[CH:6]=[C:7]2[CH:13]=[CH:12][NH:11][C:8]2=[N:9][CH:10]=1)=[O:4] |f:1.2|. Procedure details: A suspension of 1-(Toluene-4-sulfonyl)-1H-pyrrolo[2,3-b]pyridine-5-carboxylic acid methyl ester (5.4 g, 16 mmol) in MeOH (100 mL) with NaOMe in MeOH (20 mL, 25% wt., excess) was heated at 65° C. for 1 hour. The resulting material was concentrated from MeOH, diluted with H2O (100 mL), and pH adjusted to 6 with 1N HCl. The aqueous solution was partitioned with EtOAc (100 mL) and the organic extraction was dried over Na2SO4 and dried in vacuo. The residue was purified with flash chromatography over...